This data is from the Open Reaction Database (ORD), a public repository of structured organic reaction records. The task is: describe an organic reaction: reactants, conditions, products, and yield The reactants are C1CCNC1, Cc1ccccc1, COc1cccc2c1CC(=O)CC2. The product is COc1cccc2c1C=C(N1CCCC1)CC2. RXN SMILES: [CH2:14]1[CH2:15][CH2:16][NH:17][CH2:18]1.[CH3:19][c:20]1[cH:21][cH:22][cH:23][cH:24][cH:25]1.[CH3:1][O:2][c:3]1[cH:4][cH:5][cH:6][c:7]2[c:12]1[CH2:11][C:10](=[O:13])[CH2:9][CH2:8]2>>[CH3:1][O:2][c:3]1[cH:4][cH:5][cH:6][c:7]2[c:12]1[CH:11]=[C:10]([N:17]1[CH2:16][CH2:15][CH2:14][CH2:18]1)[CH2:9][CH2:8]2.